From a dataset of the Open Reaction Database (ORD), a public repository of structured organic reaction records. describe an organic reaction: reactants, conditions, products, and yield The reactants are FC(C(C(F)(F)F)(C1=CC=C(C=C1)C)F)(F)F (4-(heptafluoroisopropyl)-toluene), BrN1C(CCC1=O)=O (N-bromosuccinimide), C(C1=CC=CC=C1)(=O)OOC(C1=CC=CC=C1)=O (dibenzoyl peroxide), [N+](=O)([O-])C(C)C (2-nitropropane), [Na] (sodium). As a reaction SMILES: [F:1][C:2]([F:17])([F:16])[C:3]([F:15])([C:8]1[CH:13]=[CH:12][C:11]([CH3:14])=[CH:10][CH:9]=1)[C:4]([F:7])([F:6])[F:5].BrN1C(=[O:24])CCC1=O.C(OOC(=O)C1C=CC=CC=1)(=O)C1C=CC=CC=1.[N+](C(C)C)([O-])=O.[Na]>ClC(Cl)(Cl)Cl.C(O)C>[F:15][C:3]([C:8]1[CH:13]=[CH:12][C:11]([CH:14]=[O:24])=[CH:10][CH:9]=1)([C:4]([F:7])([F:6])[F:5])[C:2]([F:16])([F:17])[F:1] |^1:49|. The solvent is ClC(Cl)(Cl)Cl (tetrachloromethane), C(C)O (ethanol). Conditions: temperature 0 celsius, time 3 day. Yields the product FC(C(F)(F)F)(C(F)(F)F)C1=CC=C(C=O)C=C1 (4-(1,2,2,2-tetrafluoro-1-trifluoromethyl-ethyl)-benzaldehyde). The yield is 29.9%. Procedure details: A solution of 3.5 g of 4-(heptafluoroisopropyl)-toluene (13.4 mmol) in 100 ml tetrachloromethane was heated to reflux. Then 2.63 g of N-bromosuccinimide (14.8 mmol) and 326 mg of dibenzoyl peroxide (1.34 mmol) were added in small portions. After 5 h the mixture was cooled to 0° C., filtered and the solvent was evaporated. The remaining residue was dissolved in 15 ml ethanol and was added to a suspension that had been prepared by addition of 2-nitropropane (1.4 ml, 15.5 mmol) to a solution of 340...